From a dataset of the Open Reaction Database (ORD), a public repository of structured organic reaction records. describe an organic reaction: reactants, conditions, products, and yield Starting materials: BrCCCC(=O)OCC (ethyl 4-bromobutyrate), CC(CC)(C)N (1,1-dimethylpropylamine), ClC1=C(C(=O)Cl)C=CC(=C1)Cl (2,4-dichlorobenzoyl chloride). The product is ClC1=C(C(=O)C(C(=O)O)CCNC(CC)(C)C)C=CC(=C1)Cl (2,4-dichlorobenzoyl-4-[(1,1-dimethylpropyl)amino]-butyric acid). Reaction SMILES: Br[CH2:2][CH2:3][CH2:4][C:5]([O:7]CC)=[O:6].[CH3:10][C:11]([NH2:15])([CH3:14])[CH2:12][CH3:13].[Cl:16][C:17]1[CH:25]=[C:24]([Cl:26])[CH:23]=[CH:22][C:18]=1[C:19](Cl)=[O:20]>>[Cl:16][C:17]1[CH:25]=[C:24]([Cl:26])[CH:23]=[CH:22][C:18]=1[C:19]([CH:4]([CH2:3][CH2:2][NH:15][C:11]([CH3:14])([CH3:10])[CH2:12][CH3:13])[C:5]([OH:7])=[O:6])=[O:20]. Procedure: Analogously to Example 1, ethyl N-(2,4-dichloro)-benzoyl-4-[(1,1-dimethylpropyl)amino]butyrate (M.P. 75° to 77°) is obtained by reacting the reaction product of ethyl 4-bromobutyrate and 1,1-dimethylpropylamine with 2,4-dichlorobenzoyl chloride, the saponification of which yields 2,4-dichlorobenzoyl-4-[(1,1-dimethylpropyl)amino]-butyric acid (M.P. 124° to 126°). Reactants: [Li+].[OH-] (LiOH), Cl (HCl), COC(=O)C1=CC=CC=2N(C(=NC21)C(NC2CCN(CC2)C(C)C)=O)CCC2=CC=C(C=C2)Cl (1-[2-(4-Chloro-phenyl)-ethyl]-2-(1-isopropyl-piperidin-4-ylcarbamoyl)-1H-benzoimidazole-4-carboxylic acid methyl ester), COC(=O)C1=CC=CC=2N=C(N(C21)CCC2=CC=C(C=C2)Cl)C(NC2CCN(CC2)C(C)C)=O (3-[2-(4-Chloro-phenyl)-ethyl]-2-(1-isopropyl-piperidin-4-ylcarbamoyl)-3H-benzoimidazole-4-carboxylic acid methyl ester). Run in CO (MeOH). Run at temperature 60 celsius, time 3 hour. Yields the product ClC1=CC=C(C=C1)CCN1C(=NC2=C1C=CC=C2C(=O)O)C(NC2CCN(CC2)C(C)C)=O (1-[2-(4-Chloro-phenyl)-ethyl]-2-(1-isopropyl-piperidin-4-ylcarbamoyl)-1H-benzoimidazole-4-carboxylic acid), ClC1=CC=C(C=C1)CCN1C(=NC2=C1C(=CC=C2)C(=O)O)C(NC2CCN(CC2)C(C)C)=O (3-[2-(4-Chloro-phenyl)-ethyl]-2-(1-isopropyl-piperidin-4-ylcarbamoyl)-3H-benzoimidazole-4-carboxylic acid). As a reaction SMILES: C[O:2][C:3]([C:5]1[C:13]2[N:12]=[C:11]([C:14](=[O:25])[NH:15][CH:16]3[CH2:21][CH2:20][N:19]([CH:22]([CH3:24])[CH3:23])[CH2:18][CH2:17]3)[N:10]([CH2:26][CH2:27][C:28]3[CH:33]=[CH:32][C:31]([Cl:34])=[CH:30][CH:29]=3)[C:9]=2[CH:8]=[CH:7][CH:6]=1)=[O:4].C[O:36][C:37]([C:39]1[C:47]2[N:46]([CH2:48][CH2:49][C:50]3[CH:55]=[CH:54][C:53]([Cl:56])=[CH:52][CH:51]=3)[C:45]([C:57](=[O:68])[NH:58][CH:59]3[CH2:64][CH2:63][N:62]([CH:65]([CH3:67])[CH3:66])[CH2:61][CH2:60]3)=[N:44][C:43]=2[CH:42]=[CH:41][CH:40]=1)=[O:38].[Li+].[OH-].Cl>CO>[Cl:34][C:31]1[CH:32]=[CH:33][C:28]([CH2:27][CH2:26][N:10]2[C:9]3[CH:8]=[CH:7][CH:6]=[C:5]([C:3]([OH:4])=[O:2])[C:13]=3[N:12]=[C:11]2[C:14](=[O:25])[NH:15][CH:16]2[CH2:21][CH2:20][N:19]([CH:22]([CH3:23])[CH3:24])[CH2:18][CH2:17]2)=[CH:29][CH:30]=1.[Cl:56][C:53]1[CH:54]=[CH:55][C:50]([CH2:49][CH2:48][N:46]2[C:47]3[C:39]([C:37]([OH:38])=[O:36])=[CH:40][CH:41]=[CH:42][C:43]=3[N:44]=[C:45]2[C:57](=[O:68])[NH:58][CH:59]2[CH2:64][CH2:63][N:62]([CH:65]([CH3:66])[CH3:67])[CH2:61][CH2:60]2)=[CH:51][CH:52]=1 |f:2.3|. Procedure details: 1.45 g (4.21 mmol) 2-(1-Isopropyl-piperidin-4-ylcarbamoyl)-1H-benzoimidazole-4-carboxylic acid methyl ester were dissolved in 45 mL DMF. Subsequently 989.1 mg (7.16 mmol) K2CO3 and 1.11 g (6.32 mmol) 1-chloro-4-(2-chloro-ethyl)-benzene were added and the resulting mixture was stirred for 24 h at 80° C. The solvent was distilled off. The residue was taken up in 300 mL ethyl acetate and washed once with a saturated NaHCO3-solution and with brine. The organic layer was dried over anhydrous MgSO4, c... Reported procedure: 1-Chloro-2-fluoro-4-(methyloxy)-5-nitrobenzene (2.0 g, 9.7 mmol), from a different batch than previously described, was dissolved in DMSO (50 mL) and K2CO3 (6.7 g, 49 mmol), and phenylmethyl 4-(4-piperidinyl)-1-piperazinecarboxylate bis(trifluoroacetate) salt (5.1 g, 9.7 mmol) were added. Reaction was stirred overnight. Poured into H2O and extracted (2×) with EtOAc. Combined organic layers were back-extracted (5×) with H2O and then dried over MgSO4, filtered, concentrated on to silica gel and fl... Run in CS(=O)C (DMSO). Run at time 8 hour. The product is ClC1=C(C=C(C(=C1)[N+](=O)[O-])OC)N1CCC(CC1)N1CCN(CC1)C(=O)OCC1=CC=CC=C1 (Phenylmethyl 4-{1-[2-chloro-5-(methyloxy)-4-nitrophenyl]-4-piperidinyl}-1-piperazinecarboxylate). The reactants are ClC1=C(C=C(C(=C1)[N+](=O)[O-])OC)F (1-Chloro-2-fluoro-4-(methyloxy)-5-nitrobenzene), O (H2O), C(=O)([O-])[O-].[K+].[K+] (K2CO3), FC(C(=O)O)(F)F.FC(C(=O)O)(F)F.N1CCC(CC1)N1CCN(CC1)C(=O)OCC1=CC=CC=C1 (phenylmethyl 4-(4-piperidinyl)-1-piperazinecarboxylate bis(trifluoroacetate) salt). RXN SMILES: [Cl:1][C:2]1[CH:7]=[C:6]([N+:8]([O-:10])=[O:9])[C:5]([O:11][CH3:12])=[CH:4][C:3]=1F.C([O-])([O-])=O.[K+].[K+].FC(F)(F)C(O)=O.FC(F)(F)C(O)=O.[NH:34]1[CH2:39][CH2:38][CH:37]([N:40]2[CH2:45][CH2:44][N:43]([C:46]([O:48][CH2:49][C:50]3[CH:55]=[CH:54][CH:53]=[CH:52][CH:51]=3)=[O:47])[CH2:42][CH2:41]2)[CH2:36][CH2:35]1.O>CS(C)=O>[Cl:1][C:2]1[CH:7]=[C:6]([N+:8]([O-:10])=[O:9])[C:5]([O:11][CH3:12])=[CH:4][C:3]=1[N:34]1[CH2:39][CH2:38][CH:37]([N:40]2[CH2:41][CH2:42][N:43]([C:46]([O:48][CH2:49][C:50]3[CH:55]=[CH:54][CH:53]=[CH:52][CH:51]=3)=[O:47])[CH2:44][CH2:45]2)[CH2:36][CH2:35]1 |f:1.2.3,4.5.6|. The yield is 104.4%. The reactants are C1(=CC=CC=C1)NC1=NC=CC=C1CO ((2-phenylamino-3-pyridinyl)methanol). Reagents/catalysts: [O-2].[O-2].[Mn+4] (manganese dioxide). The solvent is C(Cl)(Cl)Cl (chloroform). Reaction conditions: temperature 60 celsius, time 7 hour. Product: C1(=CC=CC=C1)NC1=C(C=O)C=CC=N1 (2-(phenylamino)nicotinaldehyde), solid. Yield: 104.7%. RXN SMILES: [C:1]1([NH:7][C:8]2[C:13]([CH2:14][OH:15])=[CH:12][CH:11]=[CH:10][N:9]=2)[CH:6]=[CH:5][CH:4]=[CH:3][CH:2]=1>C(Cl)(Cl)Cl.[O-2].[O-2].[Mn+4]>[C:1]1([NH:7][C:8]2[N:9]=[CH:10][CH:11]=[CH:12][C:13]=2[CH:14]=[O:15])[CH:2]=[CH:3][CH:4]=[CH:5][CH:6]=1 |f:2.3.4|. Procedure: 6.35 g (31.7 mmol) of (2-phenylamino-3-pyridinyl)methanol was dissolved in chloroform (100 mL), and 8.27 g (95.1 mmol) of manganese dioxide was added thereto. The resulting mixture was stirred for 7 hours at 60° C. The reaction mixture was filtered, and the filtrate was concentrated. Thus, 6.58 g of the title compound was obtained as an orange-colored solid (yield: quantitative). Reactants: NC=1C(=C(C(=O)O)C=CC1)O (3-amino-2-hydroxy-benzoic acid), O.C1(=CC=C(C=C1)S(=O)(=O)O)C (p-toluenesulfonic acid monohydrate). Run in C(C)(OCC)(OCC)OCC (triethyl orthoacetate). Yields the product CC=1OC2=C(N1)C=CC=C2C(=O)O (2-methyl-benzoxazole-7-carboxylic Acid). RXN SMILES: [NH2:1][C:2]1[C:3]([OH:11])=[C:4]([CH:8]=[CH:9][CH:10]=1)[C:5]([OH:7])=[O:6].O.[C:13]1(C)C=CC(S(O)(=O)=O)=C[CH:14]=1>C(OCC)(OCC)(OCC)C>[CH3:13][C:14]1[O:11][C:3]2[C:4]([C:5]([OH:7])=[O:6])=[CH:8][CH:9]=[CH:10][C:2]=2[N:1]=1 |f:1.2|. Procedure details: A solution of 3-amino-2-hydroxy-benzoic acid (9.40 mmol) and p-toluenesulfonic acid monohydrate (0.34 mmol) in triethyl orthoacetate (5.77 mL) is heated to reflux for 5 h and concentrated in vacuo. The residue is washed with ether and dried in vacuo to give the desired product which is used without further purification.